From a dataset of the Open Reaction Database (ORD), a public repository of structured organic reaction records. describe an organic reaction: reactants, conditions, products, and yield Reactants: ClC1=C(C=C(C(=C1)Cl)C)S(=O)(=O)Cl (2,4-dichloro-5-methylbenzenesulphonyl chloride), Cl.N1C(=NC2=C1C=CC=C2)N2CCN(CC2)CCNC ({2-[4-(1H-Benzimidazol-2-yl)-piperazin-1-yl]-ethyl}-methyl-amine hydrochloride salt), N1=CC=CC=C1 (pyridine). The solvent is ClCCl (dichloromethane), ClCCl (dichloromethane). Reaction conditions: time 17 hour. The product is N1C(=NC2=C1C=CC=C2)N2CCN(CC2)CCN(S(=O)(=O)C2=C(C=C(C(=C2)C)Cl)Cl)C (N-{2-[4-(1H-Benzimidazol-2-yl)-piperazin-1-yl]-ethyl}-2,4-dichloro-5,N-dimethyl-benzenesulfonamide). The yield is 16.7%. RXN SMILES: [Cl:1][C:2]1[CH:7]=[C:6]([Cl:8])[C:5]([CH3:9])=[CH:4][C:3]=1[S:10](Cl)(=[O:12])=[O:11].Cl.[NH:15]1[C:19]2[CH:20]=[CH:21][CH:22]=[CH:23][C:18]=2[N:17]=[C:16]1[N:24]1[CH2:29][CH2:28][N:27]([CH2:30][CH2:31][NH:32][CH3:33])[CH2:26][CH2:25]1.N1C=CC=CC=1>ClCCl>[NH:15]1[C:19]2[CH:20]=[CH:21][CH:22]=[CH:23][C:18]=2[N:17]=[C:16]1[N:24]1[CH2:25][CH2:26][N:27]([CH2:30][CH2:31][N:32]([CH3:33])[S:10]([C:3]2[CH:4]=[C:5]([CH3:9])[C:6]([Cl:8])=[CH:7][C:2]=2[Cl:1])(=[O:12])=[O:11])[CH2:28][CH2:29]1 |f:1.2|. Reported procedure: A mixture of 2,4-dichloro-5-methylbenzenesulphonyl chloride (81 mg, 0.31 mmol), {2-[4-(1H-Benzimidazol-2-yl)-piperazin-1-yl]-ethyl}-methyl-amine hydrochloride salt (D23) (80 mg, 0.31 mmol) and pyridine (0.5 ml) in dry dichloromethane (5 ml) was stirred at room temperature for 17 h. The mixture was then diluted with dichloromethane (30 ml), washed with aqueous sodium bicarbonate (1×10 ml) and dried.(MgSO4). The solvent was evaporated and the residue was co-evaporated with toluene (5 ml). Column c... The reactants are C(C)(=O)OCCBr (2-bromoethyl acetate), C([O-])([O-])=O.[K+].[K+] (potassium carbonate), C(C)(=O)C=1C(NC(N(C1C)C1=CC(=CC=C1)C(F)(F)F)=S)C1=CC=C(C#N)C=C1 (4-{5-Acetyl-6-methyl-2-thioxo-1-[3-(trifiuoromethyl)phenyl]-1,2,3,4-tetrahydro-4-pyrimidinyl}benzonitrile), CN(C)C=O (DMF). The product is C(C)(=O)C=1CN=C(N(C1C)C1=CC(=CC=C1)C(F)(F)F)S(CCOC(C)=O)C1=CC=C(C=C1)C#N (Acetic acid 2-[5-acetyl(4-cyanophenyl)-6-methyl-1-[3-(trifluoromethyl)phenyl]-1,4-dihydropyrimidine-2-ylsulfanyl]-ethyl ester). Reaction SMILES: [C:1]([O:4][CH2:5][CH2:6]Br)(=[O:3])[CH3:2].C(=O)([O-])[O-].[K+].[K+].[C:14]([C:17]1[CH:18](C2C=CC(C#N)=CC=2)[NH:19][C:20](=[S:34])[N:21]([C:24]2[CH:29]=[CH:28][CH:27]=[C:26]([C:30]([F:33])([F:32])[F:31])[CH:25]=2)[C:22]=1[CH3:23])(=[O:16])[CH3:15].C[N:44]([CH:46]=O)C>>[C:14]([C:17]1[CH2:18][N:19]=[C:20]([SH:34]([C:24]2[CH:29]=[CH:28][C:27]([C:46]#[N:44])=[CH:26][CH:25]=2)[CH2:6][CH2:5][O:4][C:1](=[O:3])[CH3:2])[N:21]([C:24]2[CH:29]=[CH:28][CH:27]=[C:26]([C:30]([F:32])([F:33])[F:31])[CH:25]=2)[C:22]=1[CH3:23])(=[O:16])[CH3:15] |f:1.2.3|. Procedure: To a solution of 2-bromoethyl acetate (37.6 mg, 0.23 mmol) in 500 μl DMF are added potassium carbonate (82.9 mg, 0.6 mmol) and 4-{5-acetyl-6-methyl-2-thioxo-1-[3-(trifluoromethyl)phenyl]-1,2,3,4-tetrahydro-4-pyrimidinyl}benzonitrile (Example 1; 62.3 mg, 0.15 mmol). The reaction mixture is shaken for 15 hours, filtered and purified by preparative HPLC (column: Nucleosil 100-5 C 18 Nautilus 20 mm×50 mm, 5 μm; solvent A: acetonitrile, solvent B: water+0.1% formic acid; flow rate: 25 ml/min; gradien... Reaction conditions: time 15 hour. The reactants are NC1=NC=CC(=N1)C1=CC2=C(N(C=N2)C2=NC=NC(=C2)C2=C(C=CC=C2)CO)C=C1 (4-[5-(2-aminopyrimidin-4-yl)benzimidazol-1-yl]-6-[2-hydroxymethylphenyl]pyrimidine), C1(=CC=CC=C1)NC(=O)N1CC(CCC1)C(C)NC1=NC=CC(=N1)N1C=NC2=C1C=CC(=C2)C2=CC(=NC=C2)N (2-[1-(1-(N-phenylcarbamoyl)piperidin-3-yl)ethylamino]-4-[5-(2-aminopyridin-4-yl)benzimidazol-1-yl]pyrimidine). Product: C1(CC1)CNC1=NC=CC(=N1)N1C=NC2=C1C=CC=C2 (2-[cyclopropylmethylamino]-4-[benzimidazol-1-yl]pyrimidine). As a reaction SMILES: NC1N=C(C2C=CC3N(C4C=C(C5C=CC=CC=5CO)N=CN=4)C=NC=3C=2)C=CN=1.C1(NC(N2C[CH2:44][CH2:43][CH:42]([CH:46]([NH:48][C:49]3[N:54]=[C:53]([N:55]4[C:59]5[CH:60]=[CH:61][C:62](C6C=CN=C(N)C=6)=[CH:63][C:58]=5[N:57]=[CH:56]4)[CH:52]=[CH:51][N:50]=3)C)C2)=O)C=CC=CC=1>>[CH:42]1([CH2:46][NH:48][C:49]2[N:54]=[C:53]([N:55]3[C:59]4[CH:60]=[CH:61][CH:62]=[CH:63][C:58]=4[N:57]=[CH:56]3)[CH:52]=[CH:51][N:50]=2)[CH2:43][CH2:44]1. Reported procedure: 2-[1-(1-(N-naphth-1-yl)carbamoyl)piperidin-3-yl)ethylamino]-4-[5-(2-aminopyrimidin-4-yl)benzimidazol-1-yl]-6-[2-hydroxymethylphenyl]pyrimidine; 2-[1-(1-(N-phenylcarbamoyl)piperidin-3-yl)ethylamino]-4-[5-(2-aminopyridin-4-yl)benzimidazol-1-yl]pyrimidine; The reactants are COC1=CC=C(C=C1)N (p-anisidine), N(=O)[O-].[Na+] (sodium nitrite), C(CCCCCCCCCCCCCCCCC)OC=1C(=CC2=CC=CC=C2C1)O (3-octadecyloxy-2-naphthol), [OH-].[Na+] (sodium hydroxide), diazonium salt. Run in O (water), O (water), O (water), C(C)(=O)O (acetic acid), O1CCCC1 (tetrahydrofuran), CO (methanol). Conditions: time 1 hour. Product: COC1=CC=C(C=C1)N=NC1=C(C(=CC2=CC=CC=C12)OCCCCCCCCCCCCCCCCCC)O (1-(p-methoxyphenylazo)-3-octadecyloxy-2-naphthol). Isolated yield 1481.4%. Reaction SMILES: [CH2:1]([O:19][C:20]1[C:21]([OH:30])=[CH:22][C:23]2[C:28]([CH:29]=1)=[CH:27][CH:26]=[CH:25][CH:24]=2)[CH2:2][CH2:3][CH2:4][CH2:5][CH2:6][CH2:7][CH2:8][CH2:9][CH2:10][CH2:11][CH2:12][CH2:13][CH2:14][CH2:15][CH2:16][CH2:17][CH3:18].[OH-].[Na+].[CH3:33][O:34][C:35]1[CH:40]=[CH:39][C:38]([NH2:41])=[CH:37][CH:36]=1.[N:42]([O-])=O.[Na+]>O.C(O)(=O)C.O1CCCC1.CO>[CH3:33][O:34][C:35]1[CH:40]=[CH:39][C:38]([N:41]=[N:42][C:22]2[C:23]3[C:28](=[CH:27][CH:26]=[CH:25][CH:24]=3)[CH:29]=[C:20]([O:19][CH2:1][CH2:2][CH2:3][CH2:4][CH2:5][CH2:6][CH2:7][CH2:8][CH2:9][CH2:10][CH2:11][CH2:12][CH2:13][CH2:14][CH2:15][CH2:16][CH2:17][CH3:18])[C:21]=2[OH:30])=[CH:37][CH:36]=1 |f:1.2,4.5|. Procedure: To a mixture of 35 g (0.085 mole) 3-octadecyloxy-2-naphthol, 12 g (0.30 mole) sodium hydroxide, 500 ml methanol, and 1000 ml tetrahydrofuran at 0°-5° was added a diazonium salt solution prepared from 10.5 g (0.085 mole) p-anisidine in 40 ml water containing 20 ml concentrated hydrochloric acid and a solution of 5.9 g (0.005 mole) sodium nitrite in 40 ml water. The mixture was stirred at 0°-5° for 1 hour and at room temperature for 1 hour then acidified with 40 ml acetic acid in 1000 ml water. Th... Starting materials: C1OC=2C=C(C=CC2O1)CC(=O)O (3,4-Methylenedioxyphenylacetic acid), [H-].[Al+3].[Li+].[H-].[H-].[H-] (lithium aluminium hydride). Solvent: CCOCC (ether). Run at time 2 hour. Yields the product C1OC=2C=C(CCO)C=CC2O1 (3,4-Methylenedioxyphenethyl alcohol). Isolated yield 90.4%. RXN SMILES: [CH2:1]1[O:9][C:8]2[CH:7]=[CH:6][C:5]([CH2:10][C:11](O)=[O:12])=[CH:4][C:3]=2[O:2]1.[H-].[Al+3].[Li+].[H-].[H-].[H-]>CCOCC>[CH2:1]1[O:9][C:8]2[CH:7]=[CH:6][C:5]([CH2:10][CH2:11][OH:12])=[CH:4][C:3]=2[O:2]1 |f:1.2.3.4.5.6|. Procedure details: 3,4-Methylenedioxyphenylacetic acid (18.0 g) was added portionwise over 30 minutes to a stirred, ice-cooled suspension of lithium aluminium hydride (4.0 g) in ether (400 ml) and the mixture was stirred at room temperature for two hours, quenched by the cautious addition of saturated aqueous ammonium chloride solution and filtered. The filtrate was washed with 10% aqueous sodium carbonate solution, dried over magnesium sulphate and evaporated to give the title compound as a pale yellow oil (15.01... Starting materials: COC1=CC=C(CNCCNC(=O)C=2SC=CC2NC2=C3C(=NC=C2)NC=C3)C=C1 (3-(1H-Pyrrolo[2,3-b]pyridin-4-ylamino)-thiophene-2-carboxylic acid [2-(4-methoxy-benzylamino)-ethyl]amide), COC=1C=C(C=O)C=CC1 (3-methoxybenzaldehyde). The product is COC=1C=C(CNCCNC(=O)C=2SC=CC2NC2=C3C(=NC=C2)NC=C3)C=CC1 (3-(1H-Pyrrolo[2,3-b]pyridin-4-ylamino)-thiophene-2-carboxylic acid [2-(3-methoxy-benzylamino)-ethyl]-amide). As a reaction SMILES: CO[C:3]1[CH:30]=[CH:29][C:6]([CH2:7][NH:8][CH2:9][CH2:10][NH:11][C:12]([C:14]2[S:15][CH:16]=[CH:17][C:18]=2[NH:19][C:20]2[CH:25]=[CH:24][N:23]=[C:22]3[NH:26][CH:27]=[CH:28][C:21]=23)=[O:13])=[CH:5][CH:4]=1.[CH3:31][O:32]C1C=C(C=CC=1)C=O>>[CH3:31][O:32][C:4]1[CH:5]=[C:6]([CH:29]=[CH:30][CH:3]=1)[CH2:7][NH:8][CH2:9][CH2:10][NH:11][C:12]([C:14]1[S:15][CH:16]=[CH:17][C:18]=1[NH:19][C:20]1[CH:25]=[CH:24][N:23]=[C:22]2[NH:26][CH:27]=[CH:28][C:21]=12)=[O:13]. Procedure details: This compound was prepared in an analogous manner as 3-(1H-Pyrrolo[2,3-b]pyridin-4-ylamino)-thiophene-2-carboxylic acid [2-(4-methoxy-benzylamino)-ethyl]amide using 3-methoxybenzaldehyde instead of 4-methoxy benzaldehyde. LCMS (ESI) 422 (M+H) IC50 (p70S6K) “+++” Starting materials: CC1(C(NC2=CC(=C(C=C12)NC(C)=O)[N+](=O)[O-])=O)C (N-(3,3-dimethyl-6-nitro-2-oxo-2,3-dihydro-1H-indol-5-yl)-acetamide), Cl.ClCCCN1CCOCC1 (4-(3-chloro-propyl)-morpholine hydrocloride), C(=O)([O-])[O-].[Cs+].[Cs+] (Cs2CO3), crude material. Solvent: Cl (hydrochloric acid). Conditions: time 4 day. Yields the product NC=1C=C2C(C(N(C2=CC1[N+](=O)[O-])CCCN1CCOCC1)=O)(C)C (5-amino-3,3-dimethyl-1-(3-morpholin-4-yl-propyl)-6-nitro-1,3-dihydro-indol-2-one). The yield is 101.3%. Reaction SMILES: [CH3:1][C:2]1([CH3:19])[C:10]2[C:5](=[CH:6][C:7]([N+:15]([O-:17])=[O:16])=[C:8]([NH:11]C(=O)C)[CH:9]=2)[NH:4][C:3]1=[O:18].Cl.Cl[CH2:22][CH2:23][CH2:24][N:25]1[CH2:30][CH2:29][O:28][CH2:27][CH2:26]1.C([O-])([O-])=O.[Cs+].[Cs+]>Cl>[NH2:11][C:8]1[CH:9]=[C:10]2[C:5](=[CH:6][C:7]=1[N+:15]([O-:17])=[O:16])[N:4]([CH2:22][CH2:23][CH2:24][N:25]1[CH2:30][CH2:29][O:28][CH2:27][CH2:26]1)[C:3](=[O:18])[C:2]2([CH3:1])[CH3:19] |f:1.2,3.4.5|. Procedure details: Analogously to general procedure (I) N-(3,3-dimethyl-6-nitro-2-oxo-2,3-dihydro-1H-indol-5-yl)-acetamide (0.5 g) is alkylated using 4-(3-chloro-propyl)-morpholine hydrocloride (0.57 g; 2.85 mmol), Cs2CO3 (1.55 g; 4.75 mmol) and a catalytic amount of nBU4NI at 70° C. for 4 days. After aqueous work-up the crude material is de-acetylated in hydrochloric acid (6 N, 20 ml) at 80° C. in 4 h. After aqueous work-up 5-amino-3,3-dimethyl-1-(3-morpholin-4-yl-propyl)-6-nitro-1,3-dihydro-indol-2-one (0.67 g) ... Product: ClC1=CC=C(C=C1)OC(=O)N1CCC2=CC(=CC=C12)CCCCCN(C)CC=C (5-[5-(Allyl-methyl-amino)-pentyl]-2,3-dihydro-indole-1-carboxylic acid 4-chloro-phenyl ester). Reaction conditions: time 30 minute. Isolated yield 77.5%. Reactants: C(C=C)N(C)CCCCCC=1C=C2CCNC2=CC1 (Allyl-[5-(2,3-dihydro-1H-indol-5-yl)-pentyl]-methyl-amine), C(Cl)Cl (CH2Cl2), ClC(=O)OC1=CC=C(C=C1)Cl (4-chlorophenyl chloroformate). Reported procedure: To 130 mg (0.5 mmol) Allyl-[5-(2,3-dihydro-1H-indol-5-yl)-pentyl]-methyl-amine in 2 ml CH2Cl2 0.34 ml (2 mmol) Huenig's base were added, followed by 0.28 ml (2 mmol) 4-chlorophenyl chloroformate. The solution was stirred at RT for 30 min, was concentrated and dissolved in 0.1 M NaOH and ether. The inorganic phase was extracted with ether. The combined organic phases were washed with water and dried over Na2SO4. Column chromatography on silica gel with CH2Cl2/MeOH 9:1 yielded 160 mg (77%) 5-[5-(A... RXN SMILES: [CH2:1]([N:4]([CH2:6][CH2:7][CH2:8][CH2:9][CH2:10][C:11]1[CH:12]=[C:13]2[C:17](=[CH:18][CH:19]=1)[NH:16][CH2:15][CH2:14]2)[CH3:5])[CH:2]=[CH2:3].C(Cl)Cl.Cl[C:24]([O:26][C:27]1[CH:32]=[CH:31][C:30]([Cl:33])=[CH:29][CH:28]=1)=[O:25]>>[Cl:33][C:30]1[CH:31]=[CH:32][C:27]([O:26][C:24]([N:16]2[C:17]3[C:13](=[CH:12][C:11]([CH2:10][CH2:9][CH2:8][CH2:7][CH2:6][N:4]([CH2:1][CH:2]=[CH2:3])[CH3:5])=[CH:19][CH:18]=3)[CH2:14][CH2:15]2)=[O:25])=[CH:28][CH:29]=1.